Task: describe an organic reaction: reactants, conditions, products, and yield. Dataset: the Open Reaction Database (ORD), a public repository of structured organic reaction records The reactants are CS(=O)(=O)c1ccc(-c2ccccc2)c(C(=O)O)c1, FC(F)(F)c1ncc2c(n1)CCNC2. Yields the product CS(=O)(=O)c1ccc(-c2ccccc2)c(C(=O)N2CCc3nc(C(F)(F)F)ncc3C2)c1. As a reaction SMILES: [CH3:15][S:16](=[O:17])(=[O:18])[c:19]1[cH:20][c:21]([C:31](=[O:32])[OH:33])[c:22](-[c:25]2[cH:26][cH:27][cH:28][cH:29][cH:30]2)[cH:23][cH:24]1.[F:1][C:2]([c:3]1[n:4][cH:5][c:6]2[c:7]([n:8]1)[CH2:9][CH2:10][NH:11][CH2:12]2)([F:13])[F:14]>>[F:1][C:2]([c:3]1[n:4][cH:5][c:6]2[c:7]([n:8]1)[CH2:9][CH2:10][N:11]([C:31]([c:21]1[cH:20][c:19]([S:16]([CH3:15])(=[O:17])=[O:18])[cH:24][cH:23][c:22]1-[c:25]1[cH:26][cH:27][cH:28][cH:29][cH:30]1)=[O:32])[CH2:12]2)([F:13])[F:14]. Starting materials: NC=1N(N=CC1C1=CC=C(C=C1)CC1=CC(=CC=C1)OC)C(N)=O (3-amino-2-carbamoyl-4-[4-(3methoxyphenylmethyl)phenyl]pyrazole), [OH-].[Na+] (sodium hydroxide). Solvent: CO (methanol). The product is NC1=NNC=C1C1=CC=C(C=C1)CC1=CC(=CC=C1)OC (3-amino-4-[4-(3-methoxyphenylmethyl)phenyl]pyrazole). Isolated yield 50.7%. As a reaction SMILES: [NH2:1][C:2]1[N:3](C(=O)N)[N:4]=[CH:5][C:6]=1[C:7]1[CH:12]=[CH:11][C:10]([CH2:13][C:14]2[CH:19]=[CH:18][CH:17]=[C:16]([O:20][CH3:21])[CH:15]=2)=[CH:9][CH:8]=1.[OH-].[Na+]>CO>[NH2:1][C:2]1[C:6]([C:7]2[CH:8]=[CH:9][C:10]([CH2:13][C:14]3[CH:19]=[CH:18][CH:17]=[C:16]([O:20][CH3:21])[CH:15]=3)=[CH:11][CH:12]=2)=[CH:5][NH:4][N:3]=1 |f:1.2|. Procedure details: To a solution of 3-amino-2-carbamoyl-4-[4-(3methoxyphenylmethyl)phenyl]pyrazole (4.1 g) in methanol (50 ml) was added 5N sodium hydroxide solution (20 ml), and the mixture was refluxed for 30 minutes. Methanol was distilled away under reduced pressure. To the residue was added water (150 ml), and the mixture was neutralized (pH 7 to 8) with conc. hydrochloric acid, and extracted with chloroform. The extract was washed with water and saturated aqueous sodium chloride solution, dried over anhydrou... Starting materials: CC(C)=CCCC(C)CC=O (citronellal), [Cl-].[NH4+] (ammonium chloride), solution, C[Mg]Br (methylmagnesium bromide). Solvent: CCOCC (ether), CCOCC (ether). Product: CC(CC(C)O)CCC=C(C)C (4,8-dimethylnon-7-en-2-ol). RXN SMILES: [CH3:1][Mg]Br.[CH3:4][C:5](=[CH:7][CH2:8][CH2:9][CH:10]([CH2:12][CH:13]=[O:14])[CH3:11])[CH3:6].[Cl-].[NH4+]>CCOCC>[CH3:11][CH:10]([CH2:9][CH2:8][CH:7]=[C:5]([CH3:6])[CH3:4])[CH2:12][CH:13]([OH:14])[CH3:1] |f:2.3|. Procedure details: Eighty ml. of a 3M solution of methylmagnesium bromide in ether is added slowly to 31 g. of citronellal in 250 ml. of dry ether. The mixture is heated at reflux for about 1 hour, cooled to 0° and treated with saturated aqueous ammonium chloride until reaction subsides. The organic layer is separated and the aqueous layer extracted with ether. The organic layer and ether extracts are combined, washed with water and brine and dried over magnesium sulfate. Evaporation of the solvent gives 4,8-dimet... Starting materials: [BH4-].[Na+] (Sodium borohydride), ClC=1C(=C(C=CC1C#N)C1=NN(C=C1)C[C@H](C)NC(=O)C=1N=C(SC1)C(=O)OCC)C ((S)-ethyl 4-(1-(3-(3-chloro-4-cyano-2-methylphenyl)-1H-pyrazol-1-yl)propan-2-ylcarbamoyl)thiazole-2-carboxylate), crude product. The solvent is C(C)O (ethanol). Run at time 8 hour. Product: ClC=1C(=C(C=CC1C#N)C1=NN(C=C1)C[C@H](C)NC(=O)C=1N=C(SC1)CO)C ((S)—N-(1-(3-(3-chloro-4-cyano-2-methylphenyl)-1H-pyrazol-1-yl)propan-2-yl)-2-(hydroxymethyl)thiazole-4-carboxamide). Yield: 89.0%. As a reaction SMILES: [BH4-].[Na+].[Cl:3][C:4]1[C:5]([CH3:33])=[C:6]([C:12]2[CH:16]=[CH:15][N:14]([CH2:17][C@@H:18]([NH:20][C:21]([C:23]3[N:24]=[C:25]([C:28](OCC)=[O:29])[S:26][CH:27]=3)=[O:22])[CH3:19])[N:13]=2)[CH:7]=[CH:8][C:9]=1[C:10]#[N:11]>C(O)C>[Cl:3][C:4]1[C:5]([CH3:33])=[C:6]([C:12]2[CH:16]=[CH:15][N:14]([CH2:17][C@@H:18]([NH:20][C:21]([C:23]3[N:24]=[C:25]([CH2:28][OH:29])[S:26][CH:27]=3)=[O:22])[CH3:19])[N:13]=2)[CH:7]=[CH:8][C:9]=1[C:10]#[N:11] |f:0.1|. Procedure details: Sodium borohydride (14.21 mg, 0.376 mmol) was added into a flask and the atmosphere was replaced with nitrogen. Dry ethanol was added and the reaction mixture was cooled to 0° C. (S)-ethyl 4-(1-(3-(3-chloro-4-cyano-2-methylphenyl)-1H-pyrazol-1-yl)propan-2-ylcarbamoyl)thiazole-2-carboxylate (86 mg, 0.188 mmol) was added and the reaction mixture was warmed slowly to RT while stirring overnight. The crude product was cooled to 0° C., the pH was adjusted to 7 and the mixture was evaporated. DCM and ... The reactants are OC(C(=O)N1CC(C(CC1)=O)C(=O)OCC)(C)C (ethyl 1-(2-hydroxy-2-methyl-1-oxopropyl)-4-oxo-3-piperidinecarboxylate), Cl.C(CCCC)(=N)N (valeramidine hydrochloride), solution, C[O-].[Na+] (sodium methoxide). Run in CC(=O)C (acetone), C(C)O (ethyl alcohol), CO (methanol). Yields the product C(CCC)C=1NC(C2=C(N1)CCN(C2)C(C(C)(C)O)=O)=O (2-Butyl-5,6,7,8-tetrahydro-6-(2-hydroxy-2-methyl-1-oxopropyl)-pyrido[4,3-d]pyrimidin-4(3H)-one). Yield: 81.4%. RXN SMILES: [OH:1][C:2]([CH3:18])([CH3:17])[C:3]([N:5]1[CH2:10][CH2:9][C:8](=O)[CH:7]([C:12]([O:14]CC)=O)[CH2:6]1)=[O:4].Cl.[C:20]([NH2:26])(=[NH:25])[CH2:21][CH2:22][CH2:23][CH3:24].C[O-].[Na+]>C(O)C.CO.CC(C)=O>[CH2:21]([C:20]1[NH:26][C:12](=[O:14])[C:7]2[CH2:6][N:5]([C:3](=[O:4])[C:2]([OH:1])([CH3:17])[CH3:18])[CH2:10][CH2:9][C:8]=2[N:25]=1)[CH2:22][CH2:23][CH3:24] |f:1.2,3.4|. Procedure details: A mixture of 0.7 g of ethyl 1-(2-hydroxy-2-methyl-1-oxopropyl)-4-oxo-3-piperidinecarboxylate and 0.4 g of valeramidine hydrochloride in 8 ml of anhydrous ethyl alcohol is treated with 2.8 ml of a 1M solution of sodium methoxide in methanol. The resulting mixture is stirred and heated at reflux for one hour. The reaction mixture is allowed to cool over 30 minutes then filtered. The filtrate is evaporated to a syrup which is stirred with 50 ml of ether overnight. The ether is decanted to afford a ... RXN SMILES: [Br-:34].[CH2:55]1[O:56][CH2:57][CH2:58][CH2:59]1.[CH2:6]([c:7]1[cH:8][cH:9][cH:10][cH:11][cH:12]1)[O:13][c:14]1[c:15]([C:26](=[O:27])[c:28]2[cH:29][cH:30][cH:31][cH:32][cH:33]2)[cH:16][cH:17][cH:18][c:19]1-[c:20]1[n:21][cH:22][cH:23][cH:24][cH:25]1.[CH3:1][CH2:2][CH2:3][CH2:4][Li:5].[CH3:35][P+:36]([c:37]1[cH:38][cH:39][cH:40][cH:41][cH:42]1)([c:43]1[cH:44][cH:45][cH:46][cH:47][cH:48]1)[c:49]1[cH:50][cH:51][cH:52][cH:53][cH:54]1>>[CH2:1]=[C:26]([c:15]1[c:14]([O:13][CH2:6][c:7]2[cH:8][cH:9][cH:10][cH:11][cH:12]2)[c:19](-[c:20]2[n:21][cH:22][cH:23][cH:24][cH:25]2)[cH:18][cH:17][cH:16]1)[c:28]1[cH:29][cH:30][cH:31][cH:32][cH:33]1. Yields the product C=C(c1ccccc1)c1cccc(-c2ccccn2)c1OCc1ccccc1. Starting materials: [Br-], C1CCOC1, O=C(c1ccccc1)c1cccc(-c2ccccn2)c1OCc1ccccc1, [Li]CCCC, C[P+](c1ccccc1)(c1ccccc1)c1ccccc1. The reactants are C=CCN1CCNC(CC(C)C)C1, COCCOC, COC(=O)c1cccc2oc(Cl)nc12, [H-], [Na+]. Yields the product C=CCN1CCN(c2nc3c(C(=O)OC)cccc3o2)C(CC(C)C)C1. RXN SMILES: [CH2:1]([CH:2]=[CH2:3])[N:4]1[CH2:5][CH:6]([CH2:10][CH:11]([CH3:12])[CH3:13])[NH:7][CH2:8][CH2:9]1.[CH3:30][O:31][CH2:32][CH2:33][O:34][CH3:35].[Cl:16][c:17]1[o:18][c:19]2[c:20]([n:21]1)[c:22]([C:26](=[O:27])[O:28][CH3:29])[cH:23][cH:24][cH:25]2.[H-:15].[Na+:14]>>[CH2:1]([CH:2]=[CH2:3])[N:4]1[CH2:5][CH:6]([CH2:10][CH:11]([CH3:12])[CH3:13])[N:7]([c:17]2[o:18][c:19]3[c:20]([n:21]2)[c:22]([C:26](=[O:27])[O:28][CH3:29])[cH:23][cH:24][cH:25]3)[CH2:8][CH2:9]1.